This data is from the Open Reaction Database (ORD), a public repository of structured organic reaction records. The task is: describe an organic reaction: reactants, conditions, products, and yield Starting materials: ClC1=NC(=CC(=C1)C1=CN(C2=NC=CC=C21)S(=O)(=O)C2=CC=CC=C2)Cl (3-(2,6-dichloropyridin-4-yl)-1-(phenyl sulfonyl)-1H-pyrrolo[2,3-b]pyridine), [OH-].[K+] (KOH). Reported procedure: To a solution of Example 7a (5.72 g, 15 mmol) in 60 mL ethanol/water (5/1) was added powdered KOH (2 g, 35 mmol). The resulting solution was heated at 40° C. for 2 hours. Most of the solvent was removed in vacuo, and the residue was diluted with ethyl acetate. A solid was filtered from the material and discarded. The organics were washed with water, brine, dried over MgSO4, filtered, and concentrated. The crude material was triturated with dichloromethane and filtered, giving 3.5 g of the title ... Yields the product ClC1=NC(=CC(=C1)C1=CNC2=NC=CC=C21)Cl (3-(2,6-dichloropyridin-4-yl)-1H-pyrrolo[2,3-b]pyridine). Solvent: C(C)O.O (ethanol water). Yield: 88.3%. Conditions: temperature 40 celsius. RXN SMILES: [Cl:1][C:2]1[CH:7]=[C:6]([C:8]2[C:16]3[C:11](=[N:12][CH:13]=[CH:14][CH:15]=3)[N:10](S(C3C=CC=CC=3)(=O)=O)[CH:9]=2)[CH:5]=[C:4]([Cl:26])[N:3]=1.[OH-].[K+]>C(O)C.O>[Cl:26][C:4]1[CH:5]=[C:6]([C:8]2[C:16]3[C:11](=[N:12][CH:13]=[CH:14][CH:15]=3)[NH:10][CH:9]=2)[CH:7]=[C:2]([Cl:1])[N:3]=1 |f:1.2,3.4|.